Dataset: the Open Reaction Database (ORD), a public repository of structured organic reaction records. Task: describe an organic reaction: reactants, conditions, products, and yield Reactants: ON1N=NC2=C1C=CC=C2 (1-hydroxybenzotriazole), ClC=1C=C(N)C=CC1F (3-chloro-4-fluoroaniline), COC(C(=O)O)(C)C (2-methoxy-2-methylpropanoic acid), Cl.CN(CCCN=C=NCC)C (1-(3-dimethylaminopropyl)-3-ethylcarbodiimide hydrochloride). Solvent: C(Cl)Cl (methylene chloride), O (water). Run at time 18 hour. The product is ClC=1C=C(C=CC1F)NC(C(C)(C)OC)=O (N-(3-chloro-4-fluorophenyl)-2-methoxy-2-methylpropionamide). The yield is 48.5%. Reaction SMILES: [Cl:1][C:2]1[CH:3]=[C:4]([CH:6]=[CH:7][C:8]=1[F:9])[NH2:5].[CH3:10][O:11][C:12]([CH3:17])([CH3:16])[C:13](O)=[O:14].Cl.CN(C)CCCN=C=NCC.ON1C2C=CC=CC=2N=N1>C(Cl)Cl.O>[Cl:1][C:2]1[CH:3]=[C:4]([NH:5][C:13](=[O:14])[C:12]([O:11][CH3:10])([CH3:17])[CH3:16])[CH:6]=[CH:7][C:8]=1[F:9] |f:2.3|. Reported procedure: A stirred solution of 6.1 grams (42 mmole) of 3-chloro-4-fluoroaniline, 5.0 grams (42 mmole) of 2-methoxy-2-methylpropanoic acid, and 10.5 grams (55 mmole) of 1-(3-dimethylaminopropyl)-3-ethylcarbodiimide hydrochloride in 120 mL of methylene chloride was cooled to about 0° C., and 7.4 grams (55 mmole) of 1-hydroxybenzotriazole was added. Upon completion of the addition the reaction was slowly warmed to ambient temperature, where it stirred for about 18 hours. After this time the reaction mixture... Reactants: BrCCCCCCCBr (1,7-dibromoheptane), C1(=CC=CC=C1)CCCO (3-phenylpropanol). Product: BrCCCCCCCOCCCC1=CC=CC=C1 ([3-[(7-Bromoheptyl)oxy]propyl]benzene). RXN SMILES: Br[CH2:2][CH2:3][CH2:4][CH2:5][CH2:6][CH2:7][CH2:8][Br:9].[C:10]1([CH2:16][CH2:17][CH2:18][OH:19])[CH:15]=[CH:14][CH:13]=[CH:12][CH:11]=1>>[Br:9][CH2:8][CH2:7][CH2:6][CH2:5][CH2:4][CH2:3][CH2:2][O:19][CH2:18][CH2:17][CH2:16][C:10]1[CH:15]=[CH:14][CH:13]=[CH:12][CH:11]=1. Procedure: (2.05 g) from 1,7-dibromoheptane (3.83 g) and 3-phenylpropanol (1.08 ml). The reactants are CC(C)=CC1C(C(=O)Cl)C1(C)C, Cc1ccccc1, OC(c1cccc(Oc2ccccc2)c1)C(F)(F)F, c1ccncc1. Yields the product CC(C)=CC1C(C(=O)OC(c2cccc(Oc3ccccc3)c2)C(F)(F)F)C1(C)C. Reaction SMILES: [CH3:1][C:2]1([CH3:12])[CH:3]([C:9](=[O:10])[Cl:11])[CH:4]1[CH:5]=[C:6]([CH3:7])[CH3:8].[CH3:38][c:39]1[cH:40][cH:41][cH:42][cH:43][cH:44]1.[F:13][C:14]([CH:15]([c:16]1[cH:17][c:18]([O:22][c:23]2[cH:24][cH:25][cH:26][cH:27][cH:28]2)[cH:19][cH:20][cH:21]1)[OH:29])([F:30])[F:31].[cH:32]1[cH:33][cH:34][n:35][cH:36][cH:37]1>>[CH3:1][C:2]1([CH3:12])[CH:3]([C:9](=[O:10])[O:29][CH:15]([C:14]([F:13])([F:30])[F:31])[c:16]2[cH:17][c:18]([O:22][c:23]3[cH:24][cH:25][cH:26][cH:27][cH:28]3)[cH:19][cH:20][cH:21]2)[CH:4]1[CH:5]=[C:6]([CH3:7])[CH3:8]. The reactants are BrB(Br)Br, COc1ccc(-c2cccc3c2c(C)c(-c2ccccc2)n3Cc2ccccc2)cc1, ClCCl. The product is Cc1c(-c2ccccc2)n(Cc2ccccc2)c2cccc(-c3ccc(O)cc3)c12. As a reaction SMILES: [B:32]([Br:33])([Br:34])[Br:35].[CH2:1]([c:2]1[cH:3][cH:4][cH:5][cH:6][cH:7]1)[n:8]1[c:9](-[c:26]2[cH:27][cH:28][cH:29][cH:30][cH:31]2)[c:10]([CH3:25])[c:11]2[c:12](-[c:17]3[cH:18][cH:19][c:20]([O:23][CH3:24])[cH:21][cH:22]3)[cH:13][cH:14][cH:15][c:16]12.[Cl:36][CH2:37][Cl:38]>>[CH2:1]([c:2]1[cH:3][cH:4][cH:5][cH:6][cH:7]1)[n:8]1[c:9](-[c:26]2[cH:27][cH:28][cH:29][cH:30][cH:31]2)[c:10]([CH3:25])[c:11]2[c:12](-[c:17]3[cH:18][cH:19][c:20]([OH:23])[cH:21][cH:22]3)[cH:13][cH:14][cH:15][c:16]12. The reactants are Cc1cc(C2CC2)cnc1N1CCN(C(=O)c2ccc(Br)cn2)CC1, CC1COC(=O)N1. Product: Cc1cc(C2CC2)cnc1N1CCN(C(=O)c2ccc(N3C(=O)OCC3C)cn2)CC1. RXN SMILES: [Br:1][c:2]1[cH:3][cH:4][c:5]([C:8](=[O:9])[N:10]2[CH2:11][CH2:12][N:13]([c:16]3[n:17][cH:18][c:19]([CH:23]4[CH2:24][CH2:25]4)[cH:20][c:21]3[CH3:22])[CH2:14][CH2:15]2)[n:6][cH:7]1.[CH3:26][CH:27]1[NH:28][C:29](=[O:32])[O:30][CH2:31]1>>[c:2]1([N:28]2[CH:27]([CH3:26])[CH2:31][O:30][C:29]2=[O:32])[cH:3][cH:4][c:5]([C:8](=[O:9])[N:10]2[CH2:11][CH2:12][N:13]([c:16]3[n:17][cH:18][c:19]([CH:23]4[CH2:24][CH2:25]4)[cH:20][c:21]3[CH3:22])[CH2:14][CH2:15]2)[n:6][cH:7]1. The reactants are FC1=CC=C(CCN2CCC(CC2)N2CCC3=CC=C(C=C23)C#N)C=C1 (1-[1-(4-Fluorophenethyl)piperidin-4-yl]-6-cyanoindoline). The reagents and catalysts are [O-2].[O-2].[Mn+4] (manganese dioxide). Product: FC1=CC=C(CCN2CCC(CC2)N2C=CC3=CC=C(C=C23)C#N)C=C1 (1-[1-(4-fluorophenethyl)piperidin-4-yl]-6-cyanoindole). The yield is 84.5%. RXN SMILES: [F:1][C:2]1[CH:26]=[CH:25][C:5]([CH2:6][CH2:7][N:8]2[CH2:13][CH2:12][CH:11]([N:14]3[C:22]4[C:17](=[CH:18][CH:19]=[C:20]([C:23]#[N:24])[CH:21]=4)[CH2:16][CH2:15]3)[CH2:10][CH2:9]2)=[CH:4][CH:3]=1>[O-2].[O-2].[Mn+4]>[F:1][C:2]1[CH:3]=[CH:4][C:5]([CH2:6][CH2:7][N:8]2[CH2:9][CH2:10][CH:11]([N:14]3[C:22]4[C:17](=[CH:18][CH:19]=[C:20]([C:23]#[N:24])[CH:21]=4)[CH:16]=[CH:15]3)[CH2:12][CH2:13]2)=[CH:25][CH:26]=1 |f:1.2.3|. Procedure details: 1-[1-(4-Fluorophenethyl)piperidin-4-yl]-6-cyanoindoline (0.50 g) obtained in Example 124 and active manganese dioxide (1.00 g) were treated as in Example 288 to give the title compound (0.42 g) as a white powder (yield: 83.8%). Starting materials: [Li]CCCC, COCOc1ccccc1C, CCCCCC, CN(C)CCN(C)C, COc1ccccc1C=O, [Cl-], [NH4+], C1CCOC1. Product: COCOc1c(C)cccc1C(O)c1ccccc1OC. As a reaction SMILES: [CH2:12]([Li:13])[CH2:14][CH2:15][CH3:16].[CH3:1][c:2]1[c:3]([O:8][CH2:9][O:10][CH3:11])[cH:4][cH:5][cH:6][cH:7]1.[CH3:29][CH2:30][CH2:31][CH2:32][CH2:33][CH3:34].[CH3:35][N:36]([CH3:37])[CH2:38][CH2:39][N:40]([CH3:41])[CH3:42].[CH:17]([c:18]1[c:19]([O:24][CH3:25])[cH:20][cH:21][cH:22][cH:23]1)=[O:26].[Cl-:27].[NH4+:28].[O:43]1[CH2:44][CH2:45][CH2:46][CH2:47]1>>[CH3:1][c:2]1[c:3]([O:8][CH2:9][O:10][CH3:11])[c:4]([CH:17]([c:18]2[c:19]([O:24][CH3:25])[cH:20][cH:21][cH:22][cH:23]2)[OH:26])[cH:5][cH:6][cH:7]1. Product: FC(C=1C=C(C=CC1)C1=CC2=C(NC(=N2)NC(=O)C=2N=C3N(N=C(C=C3)O[C@@H](C[C@@H](C)O)C)C2)C=C1)(F)F (6-((1R,3R)-3-hydroxy-1-methyl-butoxy)-imidazo[1,2-b]pyridazine-2-carboxylic acid [5-(3-trifluoromethyl-phenyl)-1H-benzoimidazol-2-yl]-amide). The solvent is CN(C)C=O (DMF). As a reaction SMILES: [CH3:1][C@@H:2]([OH:7])[CH2:3][C@H:4]([OH:6])[CH3:5].[F:8][C:9]([F:39])([F:38])[C:10]1[CH:11]=[C:12]([C:16]2[CH:37]=[CH:36][C:19]3[NH:20][C:21]([NH:23][C:24]([C:26]4[N:27]=[C:28]5[CH:33]=[CH:32][C:31](Cl)=[N:30][N:29]5[CH:35]=4)=[O:25])=[N:22][C:18]=3[CH:17]=2)[CH:13]=[CH:14][CH:15]=1.O>CN(C=O)C>[F:39][C:9]([F:8])([F:38])[C:10]1[CH:11]=[C:12]([C:16]2[CH:37]=[CH:36][C:19]3[NH:20][C:21]([NH:23][C:24]([C:26]4[N:27]=[C:28]5[CH:33]=[CH:32][C:31]([O:6][C@H:4]([CH3:5])[CH2:3][C@H:2]([OH:7])[CH3:1])=[N:30][N:29]5[CH:35]=4)=[O:25])=[N:22][C:18]=3[CH:17]=2)[CH:13]=[CH:14][CH:15]=1. Isolated yield 48.1%. Reported procedure: To a solution of (2R,4R)-(−)-pentanediol (31.2 mg) in dry DMF (1 mL) NaH (12 mg, 60% dispersion in mineral oil) was added, and the mixture was stirred at room temperature for 20 minutes under nitrogen. To this mixture 6-chloro-imidazo[1,2-b]pyridazine-2-carboxylic acid [5-(3-trifluoromethyl-phenyl)-1H-benzoimidazol-2-yl]-amide (45.6 mg) was added. The reaction was monitored by LCMS until substantially complete. Then, 10 mL of water was added and the reaction mixture was stirred for 10 minutes. T... Reaction conditions: time 20 minute. Reactants: FC(C=1C=C(C=CC1)C1=CC2=C(NC(=N2)NC(=O)C=2N=C3N(N=C(C=C3)Cl)C2)C=C1)(F)F (6-chloro-imidazo[1,2-b]pyridazine-2-carboxylic acid [5-(3-trifluoromethyl-phenyl)-1H-benzoimidazol-2-yl]-amide), C[C@H](C[C@@H](C)O)O ((2R,4R)-(−)-pentanediol), O (water). Reactants: Cl.FC1=CC=C(C=C1)N(C(C1=CC=C(C=C1)NS(=O)(=O)C)=O)CCN(CC1=CC=CC=C1)CCC1=CC=CC=C1 (N-(4-fluorophenyl)-4-[(methylsulfonyl)amino]-N-[2-[(2-phenylethyl)(phenylmethyl)amino]ethyl]benzamide hydrochloride). The reagents and catalysts are [Pd] (palladium on carbon). The solvent is C(C)O (ethanol). Yields the product Cl.FC1=CC=C(C=C1)N(C(C1=CC=C(C=C1)NS(=O)(=O)C)=O)CCNCCC1=CC=CC=C1 (N-(4-fluorophenyl)-4-[(methylsulfonyl)amino]-N-[2-[(2-phenylethyl)amino]ethyl]benzamide hydrochloride). As a reaction SMILES: [ClH:1].[F:2][C:3]1[CH:8]=[CH:7][C:6]([N:9]([CH2:23][CH2:24][N:25]([CH2:33][CH2:34][C:35]2[CH:40]=[CH:39][CH:38]=[CH:37][CH:36]=2)CC2C=CC=CC=2)[C:10](=[O:22])[C:11]2[CH:16]=[CH:15][C:14]([NH:17][S:18]([CH3:21])(=[O:20])=[O:19])=[CH:13][CH:12]=2)=[CH:5][CH:4]=1>[Pd].C(O)C>[ClH:1].[F:2][C:3]1[CH:4]=[CH:5][C:6]([N:9]([CH2:23][CH2:24][NH:25][CH2:33][CH2:34][C:35]2[CH:36]=[CH:37][CH:38]=[CH:39][CH:40]=2)[C:10](=[O:22])[C:11]2[CH:12]=[CH:13][C:14]([NH:17][S:18]([CH3:21])(=[O:19])=[O:20])=[CH:15][CH:16]=2)=[CH:7][CH:8]=1 |f:0.1,4.5|. Procedure: Hydrogenate N-(4-fluorophenyl)-4-[(methylsulfonyl)amino]-N-[2-[(2-phenylethyl)(phenylmethyl)amino]ethyl]benzamide hydrochloride over palladium on carbon in ethanol at 30-40 psi. Follow the progress of the reaction by thinlayer chromatography on silica gel. At the completion of the reaction remove the catalyst by filtration and evaporate the solvent in vacuo to obtain the title compound.